This data is from the Open Reaction Database (ORD), a public repository of structured organic reaction records. The task is: describe an organic reaction: reactants, conditions, products, and yield Starting materials: ClC=1C(=C(C=C2C(C(=CN(C12)C1=NC(=C(C=C1F)F)OC)C(=O)O)=O)F)F (8-chloro-1-(3,5-difluoro-6-methoxypyridine-2-yl)-6,7-difluoro-4-oxo-1,4-dihydroquinoline-3-carboxylic acid), Cl.Cl.NC1CNC1 (3-aminoazetidine dihydrochloride), CN1CCCC1 (N-methylpyrrolidine). The solvent is C(C)#N (acetonitrile). Yields the product NC1CN(C1)C1=C(C=C2C(C(=CN(C2=C1Cl)C1=NC(=C(C=C1F)F)OC)C(=O)O)=O)F (7-(3-aminoazetidine-1-yl)-8-chloro-1-(3,5-difluoro-6-methoxypyridine-2-yl)-6-fluoro-4-oxo-1,4-dihydroquinoline-3-carboxylic acid). Isolated yield 33.1%. Reaction SMILES: [Cl:1][C:2]1[C:3](F)=[C:4]([F:26])[CH:5]=[C:6]2[C:11]=1[N:10]([C:12]1[C:17]([F:18])=[CH:16][C:15]([F:19])=[C:14]([O:20][CH3:21])[N:13]=1)[CH:9]=[C:8]([C:22]([OH:24])=[O:23])[C:7]2=[O:25].Cl.Cl.[NH2:30][CH:31]1[CH2:34][NH:33][CH2:32]1.CN1CCCC1>C(#N)C>[NH2:30][CH:31]1[CH2:34][N:33]([C:3]2[C:2]([Cl:1])=[C:11]3[C:6]([C:7](=[O:25])[C:8]([C:22]([OH:24])=[O:23])=[CH:9][N:10]3[C:12]3[C:17]([F:18])=[CH:16][C:15]([F:19])=[C:14]([O:20][CH3:21])[N:13]=3)=[CH:5][C:4]=2[F:26])[CH2:32]1 |f:1.2.3|. Reported procedure: To 500 mg of acetonitrile were added 75 mg of 8-chloro-1-(3,5-difluoro-6-methoxypyridine-2-yl)-6,7-difluoro-4-oxo-1,4-dihydroquinoline-3-carboxylic acid, 65 mg of 3-aminoazetidine dihydrochloride, and 150 mg of N-methylpyrrolidine, and the mixture was heated under reflux for 1 hour. The precipitate was collected by filtration and washed with ethanol and diisopropylether successively to obtain 28 mg of the title compound as a colorless powder. Starting materials: Cc1ccccc1, CC(C)(C)OC(=O)NCCNc1c([N+](=O)[O-])cnc2ccccc12, [Na+], [Na+], O=S(=O)([O-])[O-]. Product: CC(C)(C)OC(=O)NCCNc1c(N)cnc2ccccc12. Reaction SMILES: [CH3:32][c:33]1[cH:34][cH:35][cH:36][cH:37][cH:38]1.[N+:8]([O-:9])(=[O:10])[c:11]1[cH:12][n:13][c:14]2[cH:15][cH:16][cH:17][cH:18][c:19]2[c:20]1[NH:21][CH2:22][CH2:23][NH:24][C:25]([O:26][C:27]([CH3:28])([CH3:29])[CH3:30])=[O:31].[Na+:1].[Na+:2].[O-:3][S:4](=[O:5])(=[O:6])[O-:7]>>[NH2:8][c:11]1[cH:12][n:13][c:14]2[cH:15][cH:16][cH:17][cH:18][c:19]2[c:20]1[NH:21][CH2:22][CH2:23][NH:24][C:25]([O:26][C:27]([CH3:28])([CH3:29])[CH3:30])=[O:31]. Reactants: CC(C)(C)OC(=O)c1ccc(NC2CCNCC2)cc1, CCCCCO, COc1cc2cnc(Cl)nc2cc1OC. The product is COc1cc2cnc(N3CCC(Nc4ccc(C(=O)OC(C)(C)C)cc4)CC3)nc2cc1OC. Reaction SMILES: [C:1]([CH3:2])([CH3:3])([CH3:4])[O:5][C:6]([c:7]1[cH:8][cH:9][c:10]([NH:13][CH:14]2[CH2:15][CH2:16][NH:17][CH2:18][CH2:19]2)[cH:11][cH:12]1)=[O:20].[CH2:36]([OH:37])[CH2:38][CH2:39][CH2:40][CH3:41].[Cl:21][c:22]1[n:23][c:24]2[cH:25][c:26]([O:34][CH3:35])[c:27]([O:32][CH3:33])[cH:28][c:29]2[cH:30][n:31]1>>[C:1]([CH3:2])([CH3:3])([CH3:4])[O:5][C:6]([c:7]1[cH:8][cH:9][c:10]([NH:13][CH:14]2[CH2:15][CH2:16][N:17]([c:22]3[n:23][c:24]4[cH:25][c:26]([O:34][CH3:35])[c:27]([O:32][CH3:33])[cH:28][c:29]4[cH:30][n:31]3)[CH2:18][CH2:19]2)[cH:11][cH:12]1)=[O:20].